Dataset: the Open Reaction Database (ORD), a public repository of structured organic reaction records. Task: describe an organic reaction: reactants, conditions, products, and yield Starting materials: CN(C)C=O (DMF), COC=1C=C(\C=C/2\C(NCC2)=O)C=CC1N1C=NC(=C1)C ((E)-3-(3-methoxy-4-(4-methyl-1H-imidazol-1-yl)benzylidene)pyrrolidin-2-one), C[Si](C)(C)[N-][Si](C)(C)C.[Li+] (lithium bis(trimethylsilyl)amide), FC=1C=C(CBr)C=CC1F (3,4-difluorobenzylbromide). Solvent: C(C)(=O)OCC (ethyl acetate), O (water). Run at temperature 0 celsius, time 30 minute. Product: FC=1C=C(CN2C(/C(/CC2)=C/C2=CC(=C(C=C2)N2C=NC(=C2)C)OC)=O)C=CC1F ((E)-1-(3,4-difluorobenzyl)-3-[3-methoxy-4-(4-methyl-1H-imidazol-1-yl)benzylidene]pyrrolidin-2-one). RXN SMILES: CN(C=O)C.[CH3:6][O:7][C:8]1[CH:9]=[C:10]([CH:18]=[CH:19][C:20]=1[N:21]1[CH:25]=[C:24]([CH3:26])[N:23]=[CH:22]1)/[CH:11]=[C:12]1/[C:13](=[O:17])[NH:14][CH2:15][CH2:16]/1.C[Si]([N-][Si](C)(C)C)(C)C.[Li+].[F:37][C:38]1[CH:39]=[C:40]([CH:43]=[CH:44][C:45]=1[F:46])[CH2:41]Br>C(OCC)(=O)C.O>[F:37][C:38]1[CH:39]=[C:40]([CH:43]=[CH:44][C:45]=1[F:46])[CH2:41][N:14]1[CH2:15][CH2:16]/[C:12](=[CH:11]\[C:10]2[CH:18]=[CH:19][C:20]([N:21]3[CH:25]=[C:24]([CH3:26])[N:23]=[CH:22]3)=[C:8]([O:7][CH3:6])[CH:9]=2)/[C:13]1=[O:17] |f:2.3|. Procedure: To a DMF (6.0 mL) solution of (E)-3-(3-methoxy-4-(4-methyl-1H-imidazol-1-yl)benzylidene)pyrrolidin-2-one (100 mg), lithium bis(trimethylsilyl)amide (1M hexane solution, 0.53 mL) was added at 0° C., and the reaction solution was agitated for 30 minutes at 0° C. 3,4-difluorobenzylbromide (0.060 mL) was added to this solution at 0° C., and that reaction solution was agitated at room temperature for 1 hour. The reaction solution was added to iced water and ethyl acetate, and the organic layer was pa... The reactants are C(C)(=O)OC(C(CC(OCC)OCC)=O)C (4-acetoxy-1,1-diethoxy-4-methyl-3-butanone), Cl (HCl), C (Darco), C[O-].[Na+] (NaOMe), S(=O)(=O)(O)O.NC=1NC=CN1.NC=1NC=CN1 (2-aminoimidazole hemisulfate). Solvent: CCO (EtOH), CCOC(=O)C (EtOAc), CCO (EtOH). Conditions: temperature 24 celsius. Product: N=1C=CN2C1N=C(C=C2)C(C)(C)O (2-(imidazo[1,2-α]pyrimidin-7-yl)propan-2-ol). Yield: 73.0%. Reaction SMILES: S(O)(O)(=O)=O.[NH2:6][C:7]1[NH:8][CH:9]=[CH:10][N:11]=1.N[C:13]1NC=CN=1.C[O-].[Na+].C([O:24][CH:25]([CH3:36])[C:26](=O)[CH2:27][CH:28](OCC)OCC)(=O)C.Cl.C>CCOC(C)=O.CCO>[N:8]1[CH:9]=[CH:10][N:11]2[CH:28]=[CH:27][C:26]([C:25]([OH:24])([CH3:36])[CH3:13])=[N:6][C:7]=12 |f:0.1.2,3.4|. Reported procedure: A 3 l round-bottomed flask equipped with a mechanical stirrer, thermocouple and nitrogen inlet adaptor was charged with 2-aminoimidazole hemisulfate (84.6 g, 641 mmol) and absolute EtOH (900 ml). The resulting slurry was stirred at 24° C. and solid NaOMe (69.2 g, 1.28 mol) was added in two portions over 15 min. After the addition was complete the reaction temperature was 46° C. The mixture was warmed to 60° C. and stirred for 45 min. The mixture was then cooled to 50° C. A solution of crude 4-ac...